From a dataset of the Open Reaction Database (ORD), a public repository of structured organic reaction records. describe an organic reaction: reactants, conditions, products, and yield Reactants: BrCCCCl (1-bromo-3-chloro-propane), COC1=CC2=C(CC(NCC2)=O)C=C1OC (7,8-dimethoxy-1,3,4,5-tetrahydro-2H-3-benzazepin-2-one), ice water, O (water), CC(C)([O-])C.[K+] (potassium tert. butoxide). Solvent: CS(=O)C (dimethylsulfoxide), CS(=O)C (dimethylsulfoxide). Conditions: time 10 minute. The product is COC1=CC2=C(CC(N(CC2)CCCCl)=O)C=C1OC (1-[7,8-Dimethoxy-1,3,4,5-tetrahydro-2H-3-benzazepin-2-on-3-yl]-3-chloro-propane). As a reaction SMILES: [CH3:1][O:2][C:3]1[C:14]([O:15][CH3:16])=[CH:13][C:6]2[CH2:7][C:8](=[O:12])[NH:9][CH2:10][CH2:11][C:5]=2[CH:4]=1.CC(C)([O-])C.[K+].Br[CH2:24][CH2:25][CH2:26][Cl:27].O>CS(C)=O>[CH3:1][O:2][C:3]1[C:14]([O:15][CH3:16])=[CH:13][C:6]2[CH2:7][C:8](=[O:12])[N:9]([CH2:24][CH2:25][CH2:26][Cl:27])[CH2:10][CH2:11][C:5]=2[CH:4]=1 |f:1.2|. Procedure: 1.1 gm (0.005 mol) of 7,8-dimethoxy-1,3,4,5-tetrahydro-2H-3-benzazepin-2-one were suspended in 15 ml of absolute dimethylsulfoxide, and the suspension was mixed with 0.67 gm (0.006 mol) of potassium tert. butoxide, while stirring. After 10 minutes, the suspension thus obtained was added dropwise to 0.64 ml (0.006 mol) of 1-bromo-3-chloro-propane in 10 ml of dimethylsulfoxide, while cooling with ice water. After one hour the mixture was poured into water. After a short time the viscous precipitat... The reactants are amino acid, N([C@@H](CCC(OC(C)(C)C)=O)C(=O)N[C@@H](CCC(OC(C)(C)C)=O)C(=O)ON1C(=O)CCC1=O)C(=O)OC(C)(C)C (Boc-Glu(OtBu)-Glu(OtBu)-OSu), N[C@@H](CC1=CC=CC=C1)C(=O)O (Phe), N[C@@H](CC1=CC=CC=C1)C(=O)O (Phe). The product is N[C@@H](CCC(O)=O)C(=O)N[C@@H](CCC(O)=O)C(=O)N[C@@H](CC1=CC=CC=C1)C(=O)O (Glu-Glu-Phe). Reaction SMILES: [NH:1](C(OC(C)(C)C)=O)[C@H:2]([C:12]([NH:14][C@H:15]([C:25](ON1C(=O)CCC1=O)=[O:26])[CH2:16][CH2:17][C:18](=[O:24])[O:19]C(C)(C)C)=[O:13])[CH2:3][CH2:4][C:5](=[O:11])[O:6]C(C)(C)C.[NH2:42][C@H:43]([C:51]([OH:53])=[O:52])[CH2:44][C:45]1[CH:50]=[CH:49][CH:48]=[CH:47][CH:46]=1>>[NH2:1][C@H:2]([C:12]([NH:14][C@H:15]([C:25]([NH:42][C@H:43]([C:51]([OH:53])=[O:52])[CH2:44][C:45]1[CH:50]=[CH:49][CH:48]=[CH:47][CH:46]=1)=[O:26])[CH2:16][CH2:17][C:18](=[O:19])[OH:24])=[O:13])[CH2:3][CH2:4][C:5](=[O:6])[OH:11]. Procedure details: Glu-Glu-Phe-Amp was synthesized by a similar method except the amino acid starting material was Boc-Glu(OtBu)-Glu(OtBu)-OSu and the starting drug conjugate was Phe-Amp (see Phe-Amp synthesis). Reactants: [N+](=O)([O-])C=1C=NC2=CC=CN=C2C1O (3-Nitro[1,5]naphthyridin-4-ol). The reagents and catalysts are [Pt] (Platinum on carbon). The solvent is O (water), C(C)N(CC)CC (triethylamine). Run at time 8 hour. Yields the product NC=1C=NC2=CC=CN=C2C1O (3-amino[1,5]naphthyridin-4-ol). The yield is 76.3%. As a reaction SMILES: [N+:1]([C:4]1[CH:5]=[N:6][C:7]2[C:12]([C:13]=1[OH:14])=[N:11][CH:10]=[CH:9][CH:8]=2)([O-])=O>O.C(N(CC)CC)C.[Pt]>[NH2:1][C:4]1[CH:5]=[N:6][C:7]2[C:12]([C:13]=1[OH:14])=[N:11][CH:10]=[CH:9][CH:8]=2. Procedure details: 3-Nitro[1,5]naphthyridin-4-ol (40 g, 0.2 mol) was dissolved in water (80 mL) and triethylamine (60 mL), and the solution was added to a Parr vessel. Platinum on carbon (1.0 g of 5%) was added, and the mixture was shaken under hydrogen pressure (40 psi, 2.8×105 Pa) overnight. The vessel was pressurized again, and the mixture was shaken under hydrogen pressure for four hours. The vessel was purged with nitrogen, and the reaction mixture was filtered through a layer of CELITE filter agent. The filt... Starting materials: C1CCOC1, CCN, O=C(c1cccc(Cl)c1)c1ccc(Cl)nc1Cl. Product: CCNc1nc(Cl)ccc1C(=O)c1cccc(Cl)c1. Reaction SMILES: [CH2:21]1[O:22][CH2:23][CH2:24][CH2:25]1.[CH3:18][CH2:19][NH2:20].[Cl:1][c:2]1[n:3][c:4]([Cl:17])[cH:5][cH:6][c:7]1[C:8]([c:9]1[cH:10][c:11]([Cl:15])[cH:12][cH:13][cH:14]1)=[O:16]>>[c:2]1([NH:20][CH2:19][CH3:18])[n:3][c:4]([Cl:17])[cH:5][cH:6][c:7]1[C:8]([c:9]1[cH:10][c:11]([Cl:15])[cH:12][cH:13][cH:14]1)=[O:16]. The reactants are C(C)(=O)O (acetic acid), C(C)OC1(CC1)O[Si](C)(C)C (1-ethoxy-1-trimethylsilyloxycyclopropane), NC=1C(=C(C=CC1)C=1C=C(C(=NC1)N(C(C(C)(C)C)=O)C)C)C (N-[5-(3-amino-2-methyl-phenyl)-3-methyl-2-pyridyl]-N,2,2-trimethylpropanamide). The solvent is CO (methanol). Yields the product COC1(CC1)NC=1C(=C(C=CC1)C=1C=C(C(=NC1)N(C(C(C)(C)C)=O)C)C)C (N-(5-{3-[(1-methoxycyclopropyl)amino]-2-methylphenyl}-3-methyl-2-pyridyl)-N,2,2-trimethylpropanamide). Isolated yield 100.0%. As a reaction SMILES: [NH2:1][C:2]1[C:3]([CH3:23])=[C:4]([C:8]2[CH:9]=[C:10]([CH3:22])[C:11]([N:14]([CH3:21])[C:15](=[O:20])[C:16]([CH3:19])([CH3:18])[CH3:17])=[N:12][CH:13]=2)[CH:5]=[CH:6][CH:7]=1.C(O)(=O)C.[CH2:28]([O:30][C:31]1(O[Si](C)(C)C)[CH2:33][CH2:32]1)C>CO>[CH3:28][O:30][C:31]1([NH:1][C:2]2[C:3]([CH3:23])=[C:4]([C:8]3[CH:9]=[C:10]([CH3:22])[C:11]([N:14]([CH3:21])[C:15](=[O:20])[C:16]([CH3:18])([CH3:19])[CH3:17])=[N:12][CH:13]=3)[CH:5]=[CH:6][CH:7]=2)[CH2:33][CH2:32]1. Reported procedure: To a suspension of 5.70 g of N-[5-(3-amino-2-methyl-phenyl)-3-methyl-2-pyridyl]-N,2,2-trimethylpropanamide in 34.2 ml of methanol were added 4.40 g of acetic acid and 4.32 g of 1-ethoxy-1-trimethylsilyloxycyclopropane and the mixture was refluxed for 7 hours under a nitrogen atmosphere. Concentration of the reaction mixture under reduced pressure afforded 6.98 g of N-(5-{3-[(1-methoxycyclopropyl)amino]-2-methylphenyl}-3-methyl-2-pyridyl)-N,2,2-trimethylpropanamide.